From a dataset of the Open Reaction Database (ORD), a public repository of structured organic reaction records. describe an organic reaction: reactants, conditions, products, and yield Starting materials: [Al+3], CC(NCCBr)c1ccccc1, Br, [Cl-], [Cl-], [Cl-], Clc1ccccc1Cl, Cl. Yields the product CC1NCCc2ccccc21. Reaction SMILES: [Al+3:15].[Br:2][CH2:3][CH2:4][NH:5][CH:6]([c:7]1[cH:8][cH:9][cH:10][cH:11][cH:12]1)[CH3:13].[BrH:1].[Cl-:14].[Cl-:16].[Cl-:17].[Cl:19][c:20]1[c:21]([Cl:22])[cH:23][cH:24][cH:25][cH:26]1.[ClH:18]>>[CH2:3]1[CH2:4][NH:5][CH:6]([CH3:13])[c:7]2[cH:8][cH:9][cH:10][cH:11][c:12]21.